From a dataset of the Open Reaction Database (ORD), a public repository of structured organic reaction records. describe an organic reaction: reactants, conditions, products, and yield Reactants: solid, Cl.Cl.Cl.O1CCC=2C(=NC=CC21)N2CCN(CC2)CC[C@@H]2CC[C@H](CC2)N (trans-4-{2-[4-(2,3-dihydrofuro[3,2-c]pyridin-4-yl)-piperazin-1-yl]-ethyl}-cyclohexanamine trihydrochloride), Cl.Cl.Cl.O1CCC=2C(=NC=CC21)N2CCN(CC2)CC[C@@H]2CC[C@H](CC2)N (trans-4-{2-[4-(2,3-dihydrofuro[3,2-c]pyridin-4-yl)-piperazin-1-yl]-ethyl}-cyclohexanamine trihydrochloride), CC(CC(=O)O)C (3-methyl-butyric acid). Yields the product O1CCC=2C(=NC=CC21)N2CCN(CC2)CC[C@@H]2CC[C@H](CC2)NC(CC(C)C)=O (trans-N-(4-{2-[4-(2,3-Dihydro-furo[3,2-c]pyridin-4-yl)-piperazin-1-yl]-ethyl}-cyclohexyl)-3-methyl-butyramide). As a reaction SMILES: Cl.Cl.Cl.[O:4]1[C:12]2[CH:11]=[CH:10][N:9]=[C:8]([N:13]3[CH2:18][CH2:17][N:16]([CH2:19][CH2:20][C@H:21]4[CH2:26][CH2:25][C@H:24]([NH2:27])[CH2:23][CH2:22]4)[CH2:15][CH2:14]3)[C:7]=2[CH2:6][CH2:5]1.[CH3:28][CH:29]([CH3:34])[CH2:30][C:31](O)=[O:32]>>[O:4]1[C:12]2[CH:11]=[CH:10][N:9]=[C:8]([N:13]3[CH2:18][CH2:17][N:16]([CH2:19][CH2:20][C@H:21]4[CH2:26][CH2:25][C@H:24]([NH:27][C:31](=[O:32])[CH2:30][CH:29]([CH3:34])[CH3:28])[CH2:23][CH2:22]4)[CH2:15][CH2:14]3)[C:7]=2[CH2:6][CH2:5]1 |f:0.1.2.3|. Reported procedure: The title compound, white solid (84 mg, 81%), MS (ISP) m/z=415.4 [(M+H)+], mp 202.5° C., was prepared in accordance with the general method of example 32 from trans-4-{2-[4-(2,3-dihydrofuro[3,2-c]pyridin-4-yl)-piperazin-1-yl]-ethyl}-cyclohexanamine trihydrochloride (intermediate C) (110 mg, 0.25 mmol) and 3-methyl-butyric acid. Reaction SMILES: [NH2:1][C:2]1[CH:7]=[CH:6][C:5]([CH2:8][CH:9]([F:15])[C:10]([O:12][CH2:13][CH3:14])=[O:11])=[CH:4][CH:3]=1.[CH2:16]([O:18][CH2:19][CH2:20][O:21][C:22]1[CH:27]=[C:26]([CH3:28])[C:25]([C:29]2[CH:34]=[CH:33][CH:32]=[C:31]([CH:35]=O)[CH:30]=2)=[C:24]([CH3:37])[CH:23]=1)[CH3:17]>C1(C)C=CC=CC=1>[CH2:16]([O:18][CH2:19][CH2:20][O:21][C:22]1[CH:27]=[C:26]([CH3:28])[C:25]([C:29]2[CH:34]=[CH:33][CH:32]=[C:31]([CH2:35][NH:1][C:2]3[CH:3]=[CH:4][C:5]([CH2:8][CH:9]([F:15])[C:10]([O:12][CH2:13][CH3:14])=[O:11])=[CH:6][CH:7]=3)[CH:30]=2)=[C:24]([CH3:37])[CH:23]=1)[CH3:17]. The solvent is C1(=CC=CC=C1)C (toluene). Starting materials: NC1=CC=C(C=C1)CC(C(=O)OCC)F (ethyl 3-(4-aminophenyl)-2-fluoropropanoate), C(C)OCCOC1=CC(=C(C(=C1)C)C1=CC(=CC=C1)C=O)C (4′-(2-ethoxyethoxy)-2′,6′-dimethylbiphenyl-3-carbaldehyde). Reaction conditions: time 16 hour. Yield: 44.7%. Procedure: To a solution of ethyl 3-(4-aminophenyl)-2-fluoropropanoate (400 mg, 1.89 mmol) and 4′-(2-ethoxyethoxy)-2′,6′-dimethylbiphenyl-3-carbaldehyde (434 mg, 1.45 mmol) in toluene (25 mL) were added molecular sieves (0.4 nm, beads, 1.6 g), and the mixture was stirred at room temperature for 16 hr. The reaction mixture was filtered through celite, and the filtrate was concentrated under reduced pressure. The obtained residue was dissolved in tetrahydrofuran (20 mL) and ethanol (20 mL), 10% palladium-car... Yields the product C(C)OCCOC1=CC(=C(C(=C1)C)C1=CC(=CC=C1)CNC1=CC=C(C=C1)CC(C(=O)OCC)F)C (ethyl 3-[4-({[4′-(2-ethoxyethoxy)-2′,6′-dimethylbiphenyl-3-yl]methyl}amino)phenyl]-2-fluoropropanoate). The reactants are [BH-](OC(=O)C)(OC(=O)C)OC(=O)C.[Na+] (Na(OAc)3BH), CN (methylamine), C1CCOC1 (THF), C(=O)C1=CC=C(C=C1)C1=CC=C(C=C1)C=1SC=CC1NS(=O)(=O)C(C)C (propane-2-sulfonic acid [2-(4′-formyl-biphenyl-4-yl)-thiophen-3-yl]-amide). Run in ClCCCl (1,2-dichloroethane). Run at time 5 minute. Yields the product CNCC1=CC=C(C=C1)C1=CC=C(C=C1)C=1SC=CC1NS(=O)(=O)C(C)C (Propane-2-sulfonic acid [2-(4′-methylaminomethyl-biphenyl-4-yl)-thiophen-3-yl]-amide). RXN SMILES: [CH:1]([C:3]1[CH:8]=[CH:7][C:6]([C:9]2[CH:14]=[CH:13][C:12]([C:15]3[S:16][CH:17]=[CH:18][C:19]=3[NH:20][S:21]([CH:24]([CH3:26])[CH3:25])(=[O:23])=[O:22])=[CH:11][CH:10]=2)=[CH:5][CH:4]=1)=O.[CH3:27][NH2:28].C1COCC1.[BH-](OC(C)=O)(OC(C)=O)OC(C)=O.[Na+]>ClCCCl>[CH3:27][NH:28][CH2:1][C:3]1[CH:8]=[CH:7][C:6]([C:9]2[CH:14]=[CH:13][C:12]([C:15]3[S:16][CH:17]=[CH:18][C:19]=3[NH:20][S:21]([CH:24]([CH3:26])[CH3:25])(=[O:23])=[O:22])=[CH:11][CH:10]=2)=[CH:5][CH:4]=1 |f:3.4|. Reported procedure: Mix propane-2-sulfonic acid [2-(4′-formyl-biphenyl-4-yl)-thiophen-3-yl]-amide (0.16 mmol) in 1,2-dichloroethane (2 ml) and add methylamine 2N in THF (0.16 ml, 0.32 mmol) at room temperature. Stir the resulting solution for 5 min before adding Na(OAc)3BH (0.32 mmol). Stir the mixture at room temperature for 16 h. Analyze by LC/MS for final product. Add saturated NaHCO3 aqueous solution and dichloromethane and filter the mixture through hydrophobic filter. Evaporate the filtrate and apply the resi... Starting materials: S(=O)(=O)([O-])S(=O)[O-].[Na+].[Na+] (sodium metabisulfite), Br (hydrobromide), COC([C@@H](NC(C)=O)CC1=C(C=C(C=C1C)OC)C)=O (N-acetyl-2,6-dimethyl-O-methyl-(S)-tyrosine methyl ester), COC([C@@H](NC(C)=O)CC1=C(C=C(C=C1C)OC)C)=O (N-acetyl-2,6dimethyl-O-methyl-(S)-tyrosine methyl ester). Solvent: C(C)(=O)O (acetic acid). Yields the product Br.CC1=C(C[C@H](N)C(=O)O)C(=CC(=C1)O)C (2,6-Dimethyl-(S)-tyrosine hydrobromide), desired product. RXN SMILES: C[O:2][C:3](=[O:20])[C@H:4]([CH2:9][C:10]1[C:15]([CH3:16])=[CH:14][C:13]([O:17]C)=[CH:12][C:11]=1[CH3:19])[NH:5]C(=O)C.S(S([O-])=O)([O-])(=O)=O.[Na+].[Na+].[BrH:30]>C(O)(=O)C>[BrH:30].[CH3:16][C:15]1[CH:14]=[C:13]([OH:17])[CH:12]=[C:11]([CH3:19])[C:10]=1[CH2:9][C@@H:4]([C:3]([OH:20])=[O:2])[NH2:5] |f:1.2.3,6.7|. Procedure: 2,6-Dimethyl-(S)-tyrosine hydrobromide was prepared by deprotecting N-acetyl-2,6-dimethyl-O-methyl-(S)-tyrosine methyl ester as follows: In a 100 ml round-bottom flask were placed 18.56 g (66 mmol) of N-acetyl-2,6dimethyl-O-methyl-(S)-tyrosine methyl ester, 0.63 g (3.3 mmol) sodium metabisulfite, 43 ml 48% hydrobromide acid and 21 ml acetic acid. After flushing with nitrogen, the flask was immersed in an oil bath at 120° C. and maintained there for 15 hours. After cooling, the volatiles were rem...